The task is: describe an organic reaction: reactants, conditions, products, and yield. This data is from the Open Reaction Database (ORD), a public repository of structured organic reaction records. The reactants are COC1=CC=C2CC3=C(OC(C(=C3N3CCCCC3)C#N)=O)C2=C1 (8-methoxy-2-oxo-4-(piperidin-1-yl)-2,5-dihydroindeno[1,2-b]pyran-3-carbonitrile), indanone-2, [H-].[Na+] (NaH). Solvent: C1CCOC1 (THF). Product: COC1=CC=2C=3C4=C(C(=C(C3CC2C=C1)N1CCCCC1)C#N)CC=1C=CC=CC14 (11-Methoxy-7-piperidin-1-yl-5,8-dihydro-indeno[2,1-c]fluorene-6-carbonitrile). Reaction SMILES: [CH3:1][O:2][C:3]1[CH:24]=[C:23]2[C:6]([CH2:7][C:8]3[C:13]([N:14]4[CH2:19][CH2:18][CH2:17][CH2:16][CH2:15]4)=[C:12]([C:20]#[N:21])[C:11](=O)O[C:9]=32)=[CH:5][CH:4]=1.[H-].[Na+]>C1COCC1>[CH3:1][O:2][C:3]1[CH:24]=[CH:23][C:6]2[CH2:7][C:8]3[C:13]([N:14]4[CH2:19][CH2:18][CH2:17][CH2:16][CH2:15]4)=[C:12]([C:20]#[N:21])[C:11]4[CH2:7][C:6]5[CH:5]=[CH:4][CH:3]=[CH:24][C:23]=5[C:9]=4[C:9]=3[C:5]=2[CH:4]=1 |f:1.2|. Reported procedure: A mixture of 8-methoxy-2-oxo-4-(piperidin-1-yl)-2,5-dihydroindeno[1,2-b]pyran-3-carbonitrile (322 mg), indanone-2 (132 mg) and NaH (39 mg) in THF was stirred for <5 min. After completion, the reaction solvent was evaporated under vacuum to dryness and crude solid was quenched with ice water and subsequently neutralized with dil. HCl, finally purified by column chromatography using ethylacetate-hexane as eluent. White solid mp 180-182° C.; IR (KBr) 2212 cm−1 (CN); MS (ESI) 393 (M++1); 13C NMR (15... The reactants are CC1=C(NC2=C1C(N(CC2)CCN2CCCCC2)=O)C=O (3-methyl-4-oxo-5-(2-piperidin-1-yl-ethyl)-4,5,6,7-tetrahydro-1H-pyrrolo[3,2-c]pyridine-2-carbaldehyde), FC=1C=C2CC(NC2=CC1NC(COC)=O)=O (N-(5-fluoro-2-oxo-2,3-dihydro-1H-indol-6-yl)-2-methoxy-acetamide). Yields the product FC=1C=C2C(C(NC2=CC1NC(COC)=O)=O)=CC1=C(C=2C(N(CCC2N1)CCN1CCCCC1)=O)C (N-{5-fluoro-3-[3-methyl-4-oxo-5-(2-piperidin-1-yl-ethyl)-4,5,6,7-tetrahydro-1H-pyrrolo[3,2-c]pyridin-2-ylmethylene]-2-oxo-2,3-dihydro-1H-indol-6-yl}-2-methoxy-acetamide). Isolated yield 55.0%. Reaction SMILES: [CH3:1][C:2]1[C:6]2[C:7](=[O:19])[N:8]([CH2:11][CH2:12][N:13]3[CH2:18][CH2:17][CH2:16][CH2:15][CH2:14]3)[CH2:9][CH2:10][C:5]=2[NH:4][C:3]=1[CH:20]=O.[F:22][C:23]1[CH:24]=[C:25]2[C:29](=[CH:30][C:31]=1[NH:32][C:33](=[O:37])[CH2:34][O:35][CH3:36])[NH:28][C:27](=[O:38])[CH2:26]2>>[F:22][C:23]1[CH:24]=[C:25]2[C:29](=[CH:30][C:31]=1[NH:32][C:33](=[O:37])[CH2:34][O:35][CH3:36])[NH:28][C:27](=[O:38])[C:26]2=[CH:20][C:3]1[NH:4][C:5]2[CH2:10][CH2:9][N:8]([CH2:11][CH2:12][N:13]3[CH2:14][CH2:15][CH2:16][CH2:17][CH2:18]3)[C:7](=[O:19])[C:6]=2[C:2]=1[CH3:1]. Reported procedure: The title compound was prepared under the same conditions as described in Example 25 with 3-methyl-4-oxo-5-(2-piperidin-1-yl-ethyl)-4,5,6,7-tetrahydro-1H-pyrrolo[3,2-c]pyridine-2-carbaldehyde and N-(5-fluoro-2-oxo-2,3-dihydro-1H-indol-6-yl)-2-methoxy-acetamide as starting materials to give N-{5-fluoro-3-[3-methyl-4-oxo-5-(2-piperidin-1-yl-ethyl)-4,5,6,7-tetrahydro-1H-pyrrolo[3,2-c]pyridin-2-ylmethylene]-2-oxo-2,3-dihydro-1H-indol-6-yl}-2-methoxy-acetamide (55 mg, 55.0%) as a brown solid. Starting materials: O=C1N(C(C2=CC=CC=C12)=O)CC1(CC1)NC(OC(C)(C)C)=O (tert-butyl {1-[(1,3-dioxo-1,3-dihydro-2H-isoindol-2-yl)methyl]cyclopropyl}carbamate), O.NN (hydrazine hydrate), O.O.C(C(=O)O)(=O)O (oxalic acid dihydrate). The solvent is CO (methanol). Reaction conditions: time 4 hour. Product: C(C(=O)O)(=O)O.NCC1(CC1)NC(OC(C)(C)C)=O (tert-butyl [1-(aminomethyl)cyclopropyl]carbamate oxalate salt). RXN SMILES: O=C1C2C(=CC=CC=2)C(=O)[N:3]1[CH2:12][C:13]1([NH:16][C:17](=[O:23])[O:18][C:19]([CH3:22])([CH3:21])[CH3:20])[CH2:15][CH2:14]1.O.NN.O.O.[C:29]([OH:34])(=[O:33])[C:30]([OH:32])=[O:31]>CO>[C:29]([OH:34])(=[O:33])[C:30]([OH:32])=[O:31].[NH2:3][CH2:12][C:13]1([NH:16][C:17](=[O:23])[O:18][C:19]([CH3:21])([CH3:20])[CH3:22])[CH2:14][CH2:15]1 |f:1.2,3.4.5,7.8|. Procedure details: To a solution of tert-butyl {1-[(1,3-dioxo-1,3-dihydro-2H-isoindol-2-yl)methyl]cyclopropyl}carbamate (80.0 g, 253 mmol) in methanol (1600 mL) was added hydrazine hydrate (80% solution in water, 15.9 g, 320 mmol). The reaction mixture was heated to reflux. After 4 hours, the reaction mixture was cooled to ambient temperature and concentrated under reduced pressure. The residue was washed with DCM (3×500 mL) and then the combined organic layers were concentrated under reduced pressure. This residu... The reactants are [F-].[K+] (potassiumfluoride), O (water), ClC1=CC=C(C=C1)C1=NC(=NC(=C1)C)N1C=NC(=C1)[Sn](CCCC)(CCCC)CCCC (4-(4-chloro-phenyl)-6-methyl-2-(4-tributylstannanyl-imidazol-1-yl)-pyrimidine), C(C)(C)(C)NS(=O)(=O)C1=CN=C(S1)Cl (2-chloro-thiazole-5-sulfonic acid tert-butylamide), tetrakis(triphenyl-phosphine)palladium. Solvent: C1(=CC=CC=C1)C (toluene). Yields the product C(C)(C)(C)NS(=O)(=O)C1=CN=C(S1)C=1N=CN(C1)C1=NC(=CC(=N1)C1=CC=C(C=C1)Cl)C (N-tert-butyl-2-{1-[4-(4-chloro-phenyl)-6-methyl-pyrimidin-2-yl]-1H-imidazol-4-yl}-thiazole-5-sulfonamide). The yield is 25.6%. Reaction SMILES: [Cl:1][C:2]1[CH:7]=[CH:6][C:5]([C:8]2[CH:13]=[C:12]([CH3:14])[N:11]=[C:10]([N:15]3[CH:19]=[C:18]([Sn](CCCC)(CCCC)CCCC)[N:17]=[CH:16]3)[N:9]=2)=[CH:4][CH:3]=1.[C:33]([NH:37][S:38]([C:41]1[S:45][C:44](Cl)=[N:43][CH:42]=1)(=[O:40])=[O:39])([CH3:36])([CH3:35])[CH3:34].[F-].[K+].O>C1(C)C=CC=CC=1>[C:33]([NH:37][S:38]([C:41]1[S:45][C:44]([C:18]2[N:17]=[CH:16][N:15]([C:10]3[N:9]=[C:8]([C:5]4[CH:4]=[CH:3][C:2]([Cl:1])=[CH:7][CH:6]=4)[CH:13]=[C:12]([CH3:14])[N:11]=3)[CH:19]=2)=[N:43][CH:42]=1)(=[O:39])=[O:40])([CH3:36])([CH3:34])[CH3:35] |f:2.3|. Procedure: A stirred mixture of 4-(4-chloro-phenyl)-6-methyl-2-(4-tributylstannanyl-imidazol-1-yl)-pyrimidine (Example G.3) (0.45 g, 0.80 mmol), 2-chloro-thiazole-5-sulfonic acid tert-butylamide (Example H.1) (0.225 g, 0.88 mmol), tetrakis(triphenyl-phosphine)palladium (0.056 g, 0.048 mmol) in toluene (10 mL) was heated under reflux conditions for 15 h. The mixture was poured into saturated potassiumfluoride solution (10 mL), water (40 mL) was added and the water layer was extracted with ethyl acetate (2×6... Starting materials: CC=1N(N=CC1N\C(=C/C(=O)OCC)\C)C1=CC=CC=C1 (Ethyl 3-(3-methyl-2-phenylpyrazol-4-ylamino)crotonate), C1=CC=C(C=C1)C2=CC=CC=C2.C1=CC=C(C=C1)OC2=CC=CC=C2 (Dowtherm), C1=CC=C(C=C1)C2=CC=CC=C2.C1=CC=C(C=C1)OC2=CC=CC=C2 (Dowtherm A). The solvent is Petroleum ether. Product: O=C1C=2C(NC(=C1)C)=C(N(N2)C2=CC=CC=C2)C (4,7-Dihydro-7-oxo-3,5-dimethyl-2-phenylpyrazolo[4,3-b]pyridine). Reaction SMILES: [CH3:1][C:2]1[N:3]([C:16]2[CH:21]=[CH:20][CH:19]=[CH:18][CH:17]=2)[N:4]=[CH:5][C:6]=1[NH:7]/[C:8](/[CH3:15])=[CH:9]\[C:10]([O:12]CC)=O.C1C=CC(C2C=CC=CC=2)=CC=1.C1C=CC(OC2C=CC=CC=2)=CC=1>>[O:12]=[C:10]1[CH:9]=[C:8]([CH3:15])[NH:7][C:6]2=[C:2]([CH3:1])[N:3]([C:16]3[CH:17]=[CH:18][CH:19]=[CH:20][CH:21]=3)[N:4]=[C:5]12 |f:1.2|. Procedure details: Ethyl 3-(3-methyl-2-phenylpyrazol-4-ylamino)crotonate (0.200 g) was added to boiling Dowtherm A (5 ml) under nitrogen. The mixture was heated under reflux for 30 mins and then allowed to cool. Petroleum ether (60°-80° C.) was added to the cooled Dowtherm solution and the required pyrazolopyridone precipitated out. The title compound (0.120 g) was filtered off and washed thoroughly with hot petroleum ether. Starting materials: FC1=CC=C(C#N)C=C1 (4-Fluorobenzonitrile), CC(CN)(C)N (2-methylpropane-1,2-diamine). The solvent is CO (methanol). Product: NC(CNC1=CC=C(C#N)C=C1)(C)C (4-(2-amino-2-methylpropylamino)benzonitrile). Isolated yield 87.3%. As a reaction SMILES: F[C:2]1[CH:9]=[CH:8][C:5]([C:6]#[N:7])=[CH:4][CH:3]=1.[CH3:10][C:11]([NH2:15])([CH3:14])[CH2:12][NH2:13]>CO>[NH2:15][C:11]([CH3:14])([CH3:10])[CH2:12][NH:13][C:2]1[CH:9]=[CH:8][C:5]([C:6]#[N:7])=[CH:4][CH:3]=1. Procedure details: 4-Fluorobenzonitrile (7.0 g, 58 mmol) and 2-methylpropane-1,2-diamine (14 g, 160 mmol) were heated in a sealed vial in a microwave reactor (Biotage) at 180° C. for 25 minutes in two batches. Each batch was dissolved in methanol (50 mL) and then concentrated with silica to dryness. Flash chromatography on silica of each batch with neat acetonitrile and 2% triethylamine in acetonitrile as eluents gave 4-(2-amino-2-methylpropylamino)benzonitrile (9.58 g, 88% combined yield) as a white solid. Reactants: CCN(C(C)C)C(C)C (DIEA), C(C)(C)(C)OC(NCC1CCNCC1)=O (tert-Butyl(piperidin-4-ylmethyl)carbamate), ClC1=NC(=CC(=N1)C(=O)OC)Cl (methyl 2,6-dichloropyrimidine-4-carboxylate). The solvent is C1CCOC1 (THF), C1CCOC1 (THF). Product: C(C)(C)(C)OC(=O)NCC1CCN(CC1)C1=CC(=NC(=N1)Cl)C(=O)OC (methyl 6-(4-(((tert-butoxycarbonyl)amino)methyl)piperidin-1-yl)-2-chloropyrimidine-4-carboxylate). RXN SMILES: [Cl:1][C:2]1[N:7]=[C:6]([C:8]([O:10][CH3:11])=[O:9])[CH:5]=[C:4](Cl)[N:3]=1.CCN(C(C)C)C(C)C.[C:22]([O:26][C:27](=[O:36])[NH:28][CH2:29][CH:30]1[CH2:35][CH2:34][NH:33][CH2:32][CH2:31]1)([CH3:25])([CH3:24])[CH3:23]>C1COCC1>[C:22]([O:26][C:27]([NH:28][CH2:29][CH:30]1[CH2:31][CH2:32][N:33]([C:4]2[N:3]=[C:2]([Cl:1])[N:7]=[C:6]([C:8]([O:10][CH3:11])=[O:9])[CH:5]=2)[CH2:34][CH2:35]1)=[O:36])([CH3:25])([CH3:23])[CH3:24]. Procedure details: A 30 mL round-bottomed vial methyl 2,6-dichloropyrimidine-4-carboxylate (300 mg, 1 equiv.) was partially dissolved in anhydrous THF (5 mL). DIEA (278 μL, 1.1 equiv.) was added at once at 0° C. tert-Butyl(piperidin-4-ylmethyl)carbamate (311 mg, 1 equiv.) dissolved in THF (5 mL) was added at 0° C. in 5 min. The reaction mixture was warmed to RT in 3 h15. LC-MS showed mostly the desired product (2.77 min, M+1=385) and a small amount of the other regioisomer (3.28 min, M+1-isobutene=329). The solven... Reactants: CN1CC2CCN(c3ccc(Br)cc3)C2C1, CC(C)(C)[O-], Cc1ccccc1, N#Cc1ccc(N2CCNCC2)nc1, [Na+], O=C(C=Cc1ccccc1)C=Cc1ccccc1, O=C(C=Cc1ccccc1)C=Cc1ccccc1, O=C(C=Cc1ccccc1)C=Cc1ccccc1, O, [Pd], [Pd], c1ccc(P(c2ccccc2)c2ccc3ccccc3c2-c2c(P(c3ccccc3)c3ccccc3)ccc3ccccc23)cc1. The product is CN1CC2CCN(c3ccc(N4CCN(c5ccc(C#N)cn5)CC4)cc3)C2C1. RXN SMILES: [Br:1][c:2]1[cH:3][cH:4][c:5]([N:8]2[CH:9]3[CH:10]([CH2:11][CH2:12]2)[CH2:13][N:14]([CH3:16])[CH2:15]3)[cH:6][cH:7]1.[CH3:77][C:78]([CH3:79])([O-:80])[CH3:81].[CH3:83][c:84]1[cH:85][cH:86][cH:87][cH:88][cH:89]1.[N:17]1([c:23]2[n:24][cH:25][c:26]([C:27]#[N:28])[cH:29][cH:30]2)[CH2:18][CH2:19][NH:20][CH2:21][CH2:22]1.[Na+:82].[O:111]=[C:112]([CH:113]=[CH:114][c:115]1[cH:116][cH:117][cH:118][cH:119][cH:120]1)[CH:121]=[CH:122][c:123]1[cH:124][cH:125][cH:126][cH:127][cH:128]1.[O:129]=[C:130]([CH:131]=[CH:132][c:133]1[cH:134][cH:135][cH:136][cH:137][cH:138]1)[CH:139]=[CH:140][c:141]1[cH:142][cH:143][cH:144][cH:145][cH:146]1.[O:93]=[C:94]([CH:95]=[CH:96][c:97]1[cH:98][cH:99][cH:100][cH:101][cH:102]1)[CH:103]=[CH:104][c:105]1[cH:106][cH:107][cH:108][cH:109][cH:110]1.[OH2:90].[Pd:91].[Pd:92].[cH:31]1[cH:32][cH:33][c:34]([P:35]([c:36]2[cH:37][cH:38][c:39]3[c:40]([cH:41][cH:42][cH:43][cH:44]3)[c:45]2-[c:46]2[c:47]3[c:48]([cH:49][cH:50][cH:51][cH:52]3)[cH:53][cH:54][c:55]2[P:56]([c:57]2[cH:58][cH:59][cH:60][cH:61][cH:62]2)[c:63]2[cH:64][cH:65][cH:66][cH:67][cH:68]2)[c:69]2[cH:70][cH:71][cH:72][cH:73][cH:74]2)[cH:75][cH:76]1>>[c:2]1([N:20]2[CH2:19][CH2:18][N:17]([c:23]3[n:24][cH:25][c:26]([C:27]#[N:28])[cH:29][cH:30]3)[CH2:22][CH2:21]2)[cH:3][cH:4][c:5]([N:8]2[CH:9]3[CH:10]([CH2:11][CH2:12]2)[CH2:13][N:14]([CH3:16])[CH2:15]3)[cH:6][cH:7]1. The reactants are C1=C(C=CC=2C3=CC=CC=C3C3(C12)C1=CC=CC=C1C=1C=CC(=CC13)CO)CO (9,9′-spirobifluorene-2,2′-dimethanol). The reagents and catalysts are [O-2].[Cr+6].[O-2].[O-2] (chromium(VI) oxide). Solvent: C1(=CC=CC=C1)C (toluene). The product is C1=C(C=CC=2C3=CC=CC=C3C3(C12)C1=CC=CC=C1C=1C=CC(=CC13)C=O)C=O (9,9′-spirobifluorene-2,2′-dicarbaldehyde), OCC1=CC2=C(C=C1)C1=CC=CC=C1C21C2=CC=CC=C2C=2C=CC(=CC12)C=O (2′-hydroxymethyl-9,9′-spirobifluorene-2-carbaldehyde). RXN SMILES: [CH:1]1[C:13]2[C:12]3([C:25]4[CH:24]=[C:23]([CH2:26][OH:27])[CH:22]=[CH:21][C:20]=4[C:19]4[C:14]3=[CH:15][CH:16]=[CH:17][CH:18]=4)[C:11]3[C:6](=[CH:7][CH:8]=[CH:9][CH:10]=3)[C:5]=2[CH:4]=[CH:3][C:2]=1[CH2:28][OH:29]>C1(C)C=CC=CC=1.[O-2].[Cr+6].[O-2].[O-2]>[CH:24]1[C:25]2[C:12]3([C:13]4[CH:1]=[C:2]([CH:28]=[O:29])[CH:3]=[CH:4][C:5]=4[C:6]4[C:11]3=[CH:10][CH:9]=[CH:8][CH:7]=4)[C:14]3[C:19](=[CH:18][CH:17]=[CH:16][CH:15]=3)[C:20]=2[CH:21]=[CH:22][C:23]=1[CH:26]=[O:27].[OH:29][CH2:28][C:2]1[CH:3]=[CH:4][C:5]2[C:6]3[C:11]([C:12]4([C:25]5[CH:24]=[C:23]([CH:26]=[O:27])[CH:22]=[CH:21][C:20]=5[C:19]5[C:14]4=[CH:15][CH:16]=[CH:17][CH:18]=5)[C:13]=2[CH:1]=1)=[CH:10][CH:9]=[CH:8][CH:7]=3 |f:2.3.4.5|. Procedure: 5 g of chromium(VI) oxide on graphite (Seloxcette, Alpha Inorganics) were added to a solution of 380 mg of 9,9′-spirobifluorene-2,2′-dimethanol in 15 ml of toluene, and the mixture was refluxed under nitrogen for 48 h. The mixture was then filtered with suction using a glass suction filter, and the filtrate was evaporated. Chromatography on silica gel using chloroform and crystallization from methylene chloride/ether produced 152 mg of 9,9′-spirobifluorene-2,2′-dicarbaldehyde (m.p. >300° C.) and...